describe an organic reaction: reactants, conditions, products, and yield From a dataset of the Open Reaction Database (ORD), a public repository of structured organic reaction records. Reaction SMILES: [CH:1]1[N:2]=[CH:3][N:4]2[CH:9]=[CH:8][CH:7]=[CH:6][C:5]=12.C(#N)C.[Br:13][CH2:14][C:15]1[CH:20]=[CH:19][CH:18]=[CH:17][CH:16]=1>C(OCC)C>[Br-:13].[CH2:14]([C:1]1[NH+:2]=[CH:3][N:4]2[CH:9]=[CH:8][CH:7]=[CH:6][C:5]=12)[C:15]1[CH:20]=[CH:19][CH:18]=[CH:17][CH:16]=1 |f:4.5|. Run in C(C)OCC (diethyl ether). The reactants are C=1N=CN2C1C=CC=C2 (Imidazo[1,5-a]pyridine), C(C)#N (acetonitrile), BrCC1=CC=CC=C1 (α-bromotoluene). Procedure details: Imidazo[1,5-a]pyridine (3.9 g.) in 100 ml. of dry acetonitrile is treated with 6.8 g. of α-bromotoluene, and the resulting reaction mixture heated under reflux for 3 hrs. The solution is cooled and diluted with 250 ml. of diethyl ether. The resulting precipitate is filtered and recrystallized from isopropanol-diethyl ether, 7.92 g., m.p. 172-176° C. Yields the product [Br-].C(C1=CC=CC=C1)C=1[NH+]=CN2C1C=CC=C2 (1-benzylimidazo[1,5-a]pyridinium bromide). Starting materials: O1C(=NC2=C1C=CC=C2)OCC(=O)O ((1,3-benzoxazol-2-yloxy)acetic acid), ClC=1C=C(CN(CCCN)C)C=CC1Cl (N-(3,4-dichlorobenzyl)-N-(methyl)propane-1,3-diamine), ClC(=O)OCC (ethyl chloroformate). Run in C(Cl)(Cl)Cl (chloroform), C(Cl)(Cl)Cl (chloroform). Run at temperature -15 celsius. Yields the product O1C(=NC2=C1C=CC=C2)OCC(=O)NCCCN(C)CC2=CC(=C(C=C2)Cl)Cl (2-(1,3-Benzoxazol-2-yloxy)-N-{3-[(3,4-Dichlorobenzyl)(methyl)amino]propyl}acetamide). Isolated yield 42.3%. RXN SMILES: [O:1]1[C:5]2[CH:6]=[CH:7][CH:8]=[CH:9][C:4]=2[N:3]=[C:2]1[O:10][CH2:11][C:12]([OH:14])=O.ClC(OCC)=O.[Cl:21][C:22]1[CH:23]=[C:24]([CH:32]=[CH:33][C:34]=1[Cl:35])[CH2:25][N:26]([CH3:31])[CH2:27][CH2:28][CH2:29][NH2:30]>C(Cl)(Cl)Cl>[O:1]1[C:5]2[CH:6]=[CH:7][CH:8]=[CH:9][C:4]=2[N:3]=[C:2]1[O:10][CH2:11][C:12]([NH:30][CH2:29][CH2:28][CH2:27][N:26]([CH2:25][C:24]1[CH:32]=[CH:33][C:34]([Cl:35])=[C:22]([Cl:21])[CH:23]=1)[CH3:31])=[O:14]. Reported procedure: To the solution of 54 mg (0.28 mmol) (1,3-benzoxazol-2-yloxy)acetic acid in 3 ml chloroform 28 mg (0.28 mmol) 4-methylmorpholine is added. The mixture is cooled to −15° C., 30 mg (0.28 mmol) ethyl chloroformate is dropped to it and the mixture is stirred under cooling for 15 minutes. Then the solution of 83 mg (0.34 mmol) N-(3,4-dichlorobenzyl)-N-(methyl)propane-1,3-diamine in 2 ml chloroform is added and the reaction mixture is stirred for 30 min under cooling and 1 hour at room temperature. Th... The reactants are C(=O)(OCC)C=1NC(=C(C1O)CC1=CC=CC=C1)C (2-carboethoxy-3-hydroxy-4-benzyl-5-methyl-pyrrole), C(Br)C1CO1 (epibromohydrin), C([O-])([O-])=O.[K+].[K+] (potassium carbonate). Run in C(C(C)C)C(=O)C (methyl isobutyl ketone). Yields the product C(=O)(OCC)C=1NC(=C(C1OCC1CO1)CC1=CC=CC=C1)C (1-(2-carboethoxy-4-benzyl-5-methyl-pyrrol-3-oxy)-2,3-epoxypropane). Isolated yield 61.7%. As a reaction SMILES: [C:1]([C:6]1[NH:7][C:8]([CH3:19])=[C:9]([CH2:12][C:13]2[CH:18]=[CH:17][CH:16]=[CH:15][CH:14]=2)[C:10]=1[OH:11])([O:3][CH2:4][CH3:5])=[O:2].[CH2:20]([CH:22]1[O:24][CH2:23]1)Br.C(=O)([O-])[O-].[K+].[K+]>C(C(C)=O)C(C)C>[C:1]([C:6]1[NH:7][C:8]([CH3:19])=[C:9]([CH2:12][C:13]2[CH:18]=[CH:17][CH:16]=[CH:15][CH:14]=2)[C:10]=1[O:11][CH2:20][CH:22]1[O:24][CH2:23]1)([O:3][CH2:4][CH3:5])=[O:2] |f:2.3.4|. Procedure: Using the method described in Example V, 20 g of 2-carboethoxy-3-hydroxy-4-benzyl-5-methyl-pyrrole, 14 g of epibromohydrin and 20 g of dry potassium carbonate in 150 ml of methyl isobutyl ketone give 15 g of 1-(2-carboethoxy-4-benzyl-5-methyl-pyrrol-3-oxy)-2,3-epoxypropane as a pale yellow, very viscous oil. Reactants: C([O-])([O-])=O.[Na+].[Na+] (sodium carbonate), O1C(CCCC1)OCC(CC1CC2=C(N=C(N=C2O)NC(C(C)(C)C)=O)NC1)C1=CC=C(C(=O)N[C@@H](CCC(=O)OCC)C(=O)OCC)C=C1 (diethyl N-[4-{1-(tetrahydropyr-2-yloxy)-3-(2-pivaloylamino-4-hydroxy-5,6,7,8-tetrahydropyrido[2,3-d]pyrimidin-6-yl)prop-2-yl}benzoyl]glutamate), CO (methanol). Solvent: O (water), Cl (hydrogen chloride). The product is OCC(CC1CC2=C(N=C(N=C2O)NC(C(C)(C)C)=O)NC1)C1=CC=C(C(=O)N[C@@H](CCC(=O)OCC)C(=O)OCC)C=C1 (diethyl N-[4-{1-hydroxy-3-(2-pivaloylamino-4-hydroxy-5,6,7,8-tetrahydropyrido[2,3-d]pyrimidin-6-yl)prop-2-yl}benzoyl]glutamate). The yield is 97.8%. As a reaction SMILES: O1CCCCC1[O:7][CH2:8][CH:9]([C:29]1[CH:50]=[CH:49][C:32]([C:33]([NH:35][C@H:36]([C:44]([O:46][CH2:47][CH3:48])=[O:45])[CH2:37][CH2:38][C:39]([O:41][CH2:42][CH3:43])=[O:40])=[O:34])=[CH:31][CH:30]=1)[CH2:10][CH:11]1[CH2:28][NH:27][C:14]2[N:15]=[C:16]([NH:20][C:21](=[O:26])[C:22]([CH3:25])([CH3:24])[CH3:23])[N:17]=[C:18]([OH:19])[C:13]=2[CH2:12]1.C(=O)([O-])[O-].[Na+].[Na+].CO>Cl.O>[OH:7][CH2:8][CH:9]([C:29]1[CH:30]=[CH:31][C:32]([C:33]([NH:35][C@H:36]([C:44]([O:46][CH2:47][CH3:48])=[O:45])[CH2:37][CH2:38][C:39]([O:41][CH2:42][CH3:43])=[O:40])=[O:34])=[CH:49][CH:50]=1)[CH2:10][CH:11]1[CH2:28][NH:27][C:14]2[N:15]=[C:16]([NH:20][C:21](=[O:26])[C:22]([CH3:24])([CH3:25])[CH3:23])[N:17]=[C:18]([OH:19])[C:13]=2[CH2:12]1 |f:1.2.3|. Reported procedure: The solution of 942 mg (1.35 mm) of diethyl N-[4-{1-(tetrahydropyr-2-yloxy)-3-(2-pivaloylamino-4-hydroxy-5,6,7,8-tetrahydropyrido[2,3-d]pyrimidin-6-yl)prop-2-yl}benzoyl]glutamate in 40 ml of 0.1N methanolic hydrogen chloride was stirred at ambient temperatures for 2 hours. The reaction mixture was neutralized with a solution of 205 mg of sodium carbonate in 10 ml of water and most of methanol was removed by evaporation under reduced pressure. One hundred milliliters of methylene chloride were ad... The reactants are O=C1CCC(=O)N1Br, O=C([O-])O, COCOc1ccc(C)cc1C(=O)Nc1cc(-c2ccccc2)ccc1C(=O)OC(C)(C)C, CCOC(C)=O, CC(C)(C#N)N=NC(C)(C)C#N, [Na+], c1ccccc1. Yields the product COCOc1ccc(CBr)cc1C(=O)Nc1cc(-c2ccccc2)ccc1C(=O)OC(C)(C)C. Reaction SMILES: [Br:1][N:2]1[C:3](=[O:4])[CH2:5][CH2:6][C:7]1=[O:8].[C:54](=[O:55])([OH:56])[O-:57].[CH3:21][O:22][CH2:23][O:24][c:25]1[c:26]([C:27](=[O:28])[NH:29][c:30]2[c:31]([C:32](=[O:33])[O:34][C:35]([CH3:36])([CH3:37])[CH3:38])[cH:39][cH:40][c:41](-[c:43]3[cH:44][cH:45][cH:46][cH:47][cH:48]3)[cH:42]2)[cH:49][c:50]([CH3:53])[cH:51][cH:52]1.[CH3:59][CH2:60][O:61][C:62](=[O:63])[CH3:64].[N:9]#[C:10][C:11]([N:12]=[N:13][C:14]([C:15]#[N:16])([CH3:17])[CH3:18])([CH3:19])[CH3:20].[Na+:58].[cH:65]1[cH:66][cH:67][cH:68][cH:69][cH:70]1>>[Br:1][CH2:53][c:50]1[cH:49][c:26]([C:27](=[O:28])[NH:29][c:30]2[c:31]([C:32](=[O:33])[O:34][C:35]([CH3:36])([CH3:37])[CH3:38])[cH:39][cH:40][c:41](-[c:43]3[cH:44][cH:45][cH:46][cH:47][cH:48]3)[cH:42]2)[c:25]([O:24][CH2:23][O:22][CH3:21])[cH:52][cH:51]1.